Dataset: the Open Reaction Database (ORD), a public repository of structured organic reaction records. Task: describe an organic reaction: reactants, conditions, products, and yield Starting materials: F[B-](F)(F)F, CCN(C(C)C)C(C)C, Clc1ncnc2[nH]c(C3=CCNCC3)cc12, Cl, Cl, O=C(O)CCN1CCCCC1, CN(C)C=O, CN(C)C(On1nnc2ccccc21)=[N+](C)C. Product: O=C(CCN1CCCCC1)N1CC=C(c2cc3c(Cl)ncnc3[nH]2)CC1. RXN SMILES: [B-:30]([F:31])([F:32])([F:33])[F:34].[CH:52]([N:53]([CH2:54][CH3:55])[CH:56]([CH3:57])[CH3:58])([CH3:59])[CH3:60].[Cl:3][c:4]1[c:5]2[c:6]([n:7][cH:8][n:9]1)[nH:10][c:11]([C:13]1=[CH:18][CH2:17][NH:16][CH2:15][CH2:14]1)[cH:12]2.[ClH:1].[ClH:2].[N:19]1([CH2:25][CH2:26][C:27](=[O:28])[OH:29])[CH2:20][CH2:21][CH2:22][CH2:23][CH2:24]1.[O:61]=[CH:62][N:63]([CH3:64])[CH3:65].[n:35]1([O:36][C:37]([N:38]([CH3:39])[CH3:40])=[N+:41]([CH3:42])[CH3:43])[c:44]2[cH:45][cH:46][cH:47][cH:48][c:49]2[n:50][n:51]1>>[Cl:3][c:4]1[c:5]2[c:6]([n:7][cH:8][n:9]1)[nH:10][c:11]([C:13]1=[CH:18][CH2:17][N:16]([C:27]([CH2:26][CH2:25][N:19]3[CH2:20][CH2:21][CH2:22][CH2:23][CH2:24]3)=[O:28])[CH2:15][CH2:14]1)[cH:12]2. Starting materials: CCCc1c(CCCCCCOc2ccccc2CCC(=O)OC)ccc2c1OCCC2=O, [Li+], C1CCOC1, [OH-]. The product is CCCc1c(CCCCCCOc2ccccc2CCC(=O)O)ccc2c1OCCC2=O. RXN SMILES: [CH3:1][O:2][C:3]([CH2:4][CH2:5][c:6]1[c:7]([O:12][CH2:13][CH2:14][CH2:15][CH2:16][CH2:17][CH2:18][c:19]2[c:20]([CH2:30][CH2:31][CH3:32])[c:21]3[c:22]([cH:28][cH:29]2)[C:23](=[O:27])[CH2:24][CH2:25][O:26]3)[cH:8][cH:9][cH:10][cH:11]1)=[O:33].[Li+:34].[O:36]1[CH2:37][CH2:38][CH2:39][CH2:40]1.[OH-:35]>>[O:2]=[C:3]([CH2:4][CH2:5][c:6]1[c:7]([O:12][CH2:13][CH2:14][CH2:15][CH2:16][CH2:17][CH2:18][c:19]2[c:20]([CH2:30][CH2:31][CH3:32])[c:21]3[c:22]([cH:28][cH:29]2)[C:23](=[O:27])[CH2:24][CH2:25][O:26]3)[cH:8][cH:9][cH:10][cH:11]1)[OH:33].